The task is: describe an organic reaction: reactants, conditions, products, and yield. This data is from the Open Reaction Database (ORD), a public repository of structured organic reaction records. The reactants are ClC=1C(=C(C=CC1)[C@H]1[C@@H](N[C@H]([C@]1(C#N)C1=C(C=C(C=C1)Cl)F)CC(C)(C)C)C(=O)NC1=C(C=C(C(=O)OC(C)OC(=O)O[C@H]2[C@H](O[C@H]3[C@@H]2OC(O3)(C)C)[C@@H]3OC(OC3)(C)C)C=C1)OC)F (1-(((3aR,5R,6S,6aR)-5-((R)-2,2-dimethyl-1,3-dioxolan-4-yl)-2,2-dimethyltetrahydrofuro[3,2-d][1,3]dioxol-6-yloxy)carbonyloxy)ethyl 4-((2R,3S,4R,5S)-3-(3-chloro-2-fluorophenyl)-4-(4-chloro-2-fluorophenyl)-4-cyano-5-neopentylpyrrolidine-2-carboxamido)-3-methoxybenzoate), FC(C(=O)O)(F)F (trifluoroacetic acid), O (water). Conditions: time 1 hour. The product is O[C@H](CO)[C@H]1O[C@@H]([C@@H]([C@H]1OC(=O)OC(C)OC(C1=CC(=C(C=C1)NC(=O)[C@@H]1N[C@H]([C@]([C@H]1C1=C(C(=CC=C1)Cl)F)(C#N)C1=C(C=C(C=C1)Cl)F)CC(C)(C)C)OC)=O)O)O (4-{[(2R,3S,4R,5S)-3-(3-Chloro-2-fluoro-phenyl)-4-(4-chloro-2-fluoro-phenyl)-4-cyano-5-(2,2-dimethyl-propyl)-pyrrolidine-2-carbonyl]-amino}-3-methoxy-benzoic acid 1-[(2R,3R,4R,5S)-2-((R)-1,2-dihydroxy-ethyl)-4,5-dihydroxy-tetrahydro-furan-3-yloxycarbonyloxy]-ethyl ester). Reaction SMILES: [Cl:1][C:2]1[C:3]([F:65])=[C:4]([C@@H:8]2[C@:12]([C:15]3[CH:20]=[CH:19][C:18]([Cl:21])=[CH:17][C:16]=3[F:22])([C:13]#[N:14])[C@H:11]([CH2:23][C:24]([CH3:27])([CH3:26])[CH3:25])[NH:10][C@H:9]2[C:28]([NH:30][C:31]2[CH:62]=[CH:61][C:34]([C:35]([O:37][CH:38]([O:40][C:41]([O:43][C@@H:44]3[C@H:48]4[O:49]C(C)(C)[O:51][C@H:47]4[O:46][C@@H:45]3[C@H:54]3[CH2:58][O:57]C(C)(C)[O:55]3)=[O:42])[CH3:39])=[O:36])=[CH:33][C:32]=2[O:63][CH3:64])=[O:29])[CH:5]=[CH:6][CH:7]=1.FC(F)(F)C(O)=O.O>>[OH:55][C@@H:54]([C@@H:45]1[C@H:44]([O:43][C:41]([O:40][CH:38]([O:37][C:35](=[O:36])[C:34]2[CH:61]=[CH:62][C:31]([NH:30][C:28]([C@H:9]3[C@H:8]([C:4]4[CH:5]=[CH:6][CH:7]=[C:2]([Cl:1])[C:3]=4[F:65])[C@:12]([C:15]4[CH:20]=[CH:19][C:18]([Cl:21])=[CH:17][C:16]=4[F:22])([C:13]#[N:14])[C@H:11]([CH2:23][C:24]([CH3:27])([CH3:26])[CH3:25])[NH:10]3)=[O:29])=[C:32]([O:63][CH3:64])[CH:33]=2)[CH3:39])=[O:42])[C@@H:48]([OH:49])[C@@H:47]([OH:51])[O:46]1)[CH2:58][OH:57]. Procedure: In a 15 mL round-bottomed flask was charged with 1-(((3aR,5R,6S,6aR)-5-((R)-2,2-dimethyl-1,3-dioxolan-4-yl)-2,2-dimethyltetrahydrofuro[3,2-d][1,3]dioxol-6-yloxy)carbonyloxy)ethyl 4-((2R,3S,4R,5S)-3-(3-chloro-2-fluorophenyl)-4-(4-chloro-2-fluorophenyl)-4-cyano-5-neopentylpyrrolidine-2-carboxamido)-3-methoxybenzoate (111 mg, 117 μmol). The mix of trifluoroacetic acid (1.48 g, 1 mL, 13.0 mmol) and water (375 mg, 375 μl, 20.8 mmol) was added. LC-MS indicated the completion of the reaction after stir...